Dataset: the Open Reaction Database (ORD), a public repository of structured organic reaction records. Task: describe an organic reaction: reactants, conditions, products, and yield Starting materials: CO H2, C(C)(=O)N (acetamide), Co(OAc)2, C1CCOC1 (THF), C(C)(=O)O (acetic acid), C=O (formalin), C=O (formalin). Reaction conditions: temperature 130 celsius, time 75 minute. Product: C(C)(=O)N(CC(=O)O)CC(=O)O (N-acetyliminodiacetic acid), C(C)(=O)NCC(=O)O (N-acetylglycine). Isolated yield 3.0%. Reaction SMILES: [C:1]([NH2:4])(=[O:3])[CH3:2].[CH2:5]1[CH2:9][O:8]CC1.C=[O:11].[C:12]([OH:15])(=[O:14])[CH3:13]>>[C:1]([N:4]([CH2:5][C:9]([OH:8])=[O:11])[CH2:13][C:12]([OH:15])=[O:14])(=[O:3])[CH3:2].[C:1]([NH:4][CH2:13][C:12]([OH:15])=[O:14])(=[O:3])[CH3:2]. Procedure: A 2 L autoclave was charged with acetamide (VII) (128.5 g, 2.2 mole), Co(OAc)2 4H2O (33 g, 0.13 mole), THF (960 mL), and acetic acid (40 mL). After sealing the autoclave, 2200 psi (15,172 kPa) of CO:H2 (70:30) was established at 25° C. with stirring at 2000 rpm. The contents of the autoclave were heated to 130° C. and 3200 psi (22,069 kPa) CO:H2 (70:30) was established. After approximately 75 min., rapid gas uptake was observed. The contents of the autoclave were cooled to 85° C. and 3200 psi (2... Reactants: CNC(N)=NC(=O)c1cc2cccc(NCCCNC(=O)OC(C)(C)C)c2[nH]1, CO, Cl. Product: CNC(N)=NC(=O)c1cc2cccc(NCCCN)c2[nH]1. As a reaction SMILES: [C:1]([O:2][C:3](=[O:4])[NH:8][CH2:9][CH2:10][CH2:11][NH:12][c:13]1[cH:14][cH:15][cH:16][c:17]2[cH:18][c:19]([C:22](=[O:23])[N:24]=[C:25]([NH:26][CH3:27])[NH2:28])[nH:20][c:21]12)([CH3:5])([CH3:6])[CH3:7].[CH3:29][OH:30].[ClH:31]>>[NH2:8][CH2:9][CH2:10][CH2:11][NH:12][c:13]1[cH:14][cH:15][cH:16][c:17]2[cH:18][c:19]([C:22](=[O:23])[N:24]=[C:25]([NH:26][CH3:27])[NH2:28])[nH:20][c:21]12.